This data is from the Open Reaction Database (ORD), a public repository of structured organic reaction records. The task is: describe an organic reaction: reactants, conditions, products, and yield As a reaction SMILES: [C:1]12([CH2:11][N:12]3[C:20]4[C:15](=[CH:16][CH:17]=[C:18]([C:21]5[CH:28]=[CH:27][C:24]([C:25]#[N:26])=[CH:23][CH:22]=5)[CH:19]=4)[CH2:14][C:13]3=[O:29])[CH2:10][CH:5]3[CH2:6][CH:7]([CH2:9][CH:3]([CH2:4]3)[CH2:2]1)[CH2:8]2.Cl[CH2:31][C:32]1[N:33]=[CH:34][N:35]([C:37]([C:50]2[CH:55]=[CH:54][CH:53]=[CH:52][CH:51]=2)([C:44]2[CH:49]=[CH:48][CH:47]=[CH:46][CH:45]=2)[C:38]2[CH:43]=[CH:42][CH:41]=[CH:40][CH:39]=2)[CH:36]=1.C[Si]([N-][Si](C)(C)C)(C)C.[K+]>C1COCC1>[C:1]12([CH2:11][N:12]3[C:20]4[C:15](=[CH:16][CH:17]=[C:18]([C:21]5[CH:28]=[CH:27][C:24]([C:25]#[N:26])=[CH:23][CH:22]=5)[CH:19]=4)[C:14]([CH2:31][C:32]4[N:33]=[CH:34][N:35]([C:37]([C:38]5[CH:43]=[CH:42][CH:41]=[CH:40][CH:39]=5)([C:44]5[CH:45]=[CH:46][CH:47]=[CH:48][CH:49]=5)[C:50]5[CH:55]=[CH:54][CH:53]=[CH:52][CH:51]=5)[CH:36]=4)([CH2:31][C:32]4[N:33]=[CH:34][N:35]([C:37]([C:50]5[CH:55]=[CH:54][CH:53]=[CH:52][CH:51]=5)([C:44]5[CH:49]=[CH:48][CH:47]=[CH:46][CH:45]=5)[C:38]5[CH:43]=[CH:42][CH:41]=[CH:40][CH:39]=5)[CH:36]=4)[C:13]3=[O:29])[CH2:8][CH:7]3[CH2:6][CH:5]([CH2:4][CH:3]([CH2:9]3)[CH2:2]1)[CH2:10]2 |f:2.3|. Starting materials: C12(CC3CC(CC(C1)C3)C2)CN2C(CC3=CC=C(C=C23)C2=CC=C(C#N)C=C2)=O (4-(1-Adamantan-1-ylmethyl-2-oxo-2,3-dihydro-1H-indol-6-yl)-benzonitrile), ClCC=1N=CN(C1)C(C1=CC=CC=C1)(C1=CC=CC=C1)C1=CC=CC=C1 (4-chloromethyl-1-trityl-1H-imidazole), C[Si](C)(C)[N-][Si](C)(C)C.[K+] (KHMDS). Conditions: time 8 hour. Yield: 26.5%. The product is C12(CC3CC(CC(C1)C3)C2)CN2C(C(C3=CC=C(C=C23)C2=CC=C(C#N)C=C2)(CC=2N=CN(C2)C(C2=CC=CC=C2)(C2=CC=CC=C2)C2=CC=CC=C2)CC=2N=CN(C2)C(C2=CC=CC=C2)(C2=CC=CC=C2)C2=CC=CC=C2)=O (4-[1-Adamantan-1-ylmethyl-2-oxo-3,3-bis-(1-trityl-1H-imidazol-4-ylmethyl)-2,3-dihydro-1H-indol-6-yl]-benzonitrile). Reported procedure: 4-(1-Adamantan-1-ylmethyl-2-oxo-2,3-dihydro-1H-indol-6-yl)-benzonitrile (191 mg, 0.50 mmol) and 4-chloromethyl-1-trityl-1H-imidazole compound (449 mg, 1.25 mmol) were dissolved in 5 ml of anhydrous THF under an atmosphere of dry N2. To this solution was added 95% KHMDS (220 mg, 1.05 mmol) and the reaction mixture was subsequently stirred overnight. The reaction mixture was partitioned between DCM and saturated aqueous NaHCO3. The DCM layer was dried over Na2SO4, filtered and concentrated under v... The solvent is C1CCOC1 (THF). Reactants: CN1C[C@@H](CCC1)OC(C(C=1SC=CC1)(C=1SC=CC1)O)=O (Hydroxy-di-thiophen-2-yl-acetic acid (R)-1-methyl-piperidin-3-yl ester), BrCCCC1=CC=CC=C1 (1-bromo-3-phenylpropane). The solvent is C(C)#N (acetonitrile). Conditions: temperature 60 celsius, time 18 hour. Yields the product [Br-].OC(C(=O)O[C@H]1C[N@@+](CCC1)(CCCC1=CC=CC=C1)C)(C=1SC=CC1)C=1SC=CC1 ((1R,3R)-3-(2-Hydroxy-2,2-di-thiophen-2-yl-acetoxy)-1-methyl-1-(3-phenyl-propyl)-piperidinium bromide). Reaction SMILES: [CH3:1][N:2]1[CH2:7][CH2:6][CH2:5][C@@H:4]([O:8][C:9](=[O:22])[C:10]([OH:21])([C:16]2[S:17][CH:18]=[CH:19][CH:20]=2)[C:11]2[S:12][CH:13]=[CH:14][CH:15]=2)[CH2:3]1.[Br:23][CH2:24][CH2:25][CH2:26][C:27]1[CH:32]=[CH:31][CH:30]=[CH:29][CH:28]=1>C(#N)C>[Br-:23].[OH:21][C:10]([C:11]1[S:12][CH:13]=[CH:14][CH:15]=1)([C:16]1[S:17][CH:18]=[CH:19][CH:20]=1)[C:9]([O:8][C@@H:4]1[CH2:5][CH2:6][CH2:7][N@@+:2]([CH3:1])([CH2:24][CH2:25][CH2:26][C:27]2[CH:32]=[CH:31][CH:30]=[CH:29][CH:28]=2)[CH2:3]1)=[O:22] |f:3.4|. Reported procedure: Hydroxy-di-thiophen-2-yl-acetic acid (R)-1-methyl-piperidin-3-yl ester (2.1 g, 0.00623 mol) is dissolved in acetonitrile (5 ml) at 60° C. and 1-bromo-3-phenylpropane (1.43 ml, 0.00934 mol) is added dropwise. After 18 hours stirring at 60° C., the white solid is broken up and stirring continued for another 8 hours at this temperature. The suspension is cooled to room temperature and the solid filtered off. The solid is recrystallised from 3 ml of acetonitrile containing 2 drops of water to yield ...